From a dataset of the Open Reaction Database (ORD), a public repository of structured organic reaction records. describe an organic reaction: reactants, conditions, products, and yield The reactants are NC1=C(C=CC=C1)O (o-aminophenol), CN(C=O)C (dimethylformamide), NC1=C(C=CC=C1)O (o-aminophenol), [N+](=O)([O-])C1=CC=C(O1)C=CC1=NC2=CC=CC=C2C(=N1)Cl (2-[2-(5-nitro-2-furyl)vinyl]-4-chloroquinazoline). Run in O (water). Conditions: time 8 hour. Yields the product [N+](=O)([O-])C1=CC=C(O1)C=CC1=NC2=CC=CC=C2C(=N1)NC1=C(C=CC=C1)O (2-[2-(5-nitro-furyl)vinyl]-4-(o-hydroxyanilino)quinazoline). Yield: 100.2%. RXN SMILES: [NH2:1][C:2]1[CH:7]=[CH:6][CH:5]=[CH:4][C:3]=1[OH:8].CN(C)C=O.[N+:14]([C:17]1[O:21][C:20]([CH:22]=[CH:23][C:24]2[N:33]=[C:32](Cl)[C:31]3[C:26](=[CH:27][CH:28]=[CH:29][CH:30]=3)[N:25]=2)=[CH:19][CH:18]=1)([O-:16])=[O:15]>O>[N+:14]([C:17]1[O:21][C:20]([CH:22]=[CH:23][C:24]2[N:33]=[C:32]([NH:1][C:2]3[CH:7]=[CH:6][CH:5]=[CH:4][C:3]=3[OH:8])[C:31]3[C:26](=[CH:27][CH:28]=[CH:29][CH:30]=3)[N:25]=2)=[CH:19][CH:18]=1)([O-:16])=[O:15]. Reported procedure: An Erlenmeyer flask equipped with magnetic stirrer and oil bath for heating was charged with 5.0 g (0.046 mole) of o-aminophenol and 100 ml of dimethylformamide. The charge was stirred to dissolve o-aminophenol and 6.0 g (0.02 mole) of 2-[2-(5-nitro-2-furyl)vinyl]-4-chloroquinazoline (IV) added. The reaction mixture was reacted at 80° to 90°C for 2 hours to form an orange precipitate; 100 ml of water was added to the warm mixture which was then allowed to cool and placed overnight in a refrigera... Reactants: N12CCCCCC2=NCCC1 (1,8-diazabicyclo[5.4.0]undec-7-ene), C(C=C)C=1C[C@H]2CC([C@H]2C1)=CC(=O)OC(C)(C)C (Tert-butyl(±)-(1S,5R)-3-allylbicyclo[3.2.0]hept-3-en-6-ylideneacetate), [N+](=O)([O-])C (nitromethane), P(=O)(O)(O)[O-].[K+] (potassium dihydrogen phosphate). Conditions: temperature 55 celsius, time 7 hour. Yields the product C(C=C)C=1C[C@H]2C[C@@]([C@H]2C1)(C[N+](=O)[O-])CC(=O)OC(C)(C)C (Tert-butyl(±)-[(1S,5R,6R)-3-allyl-6-(nitromethyl)bicyclo[3.2.0]hept-3-en-6-yl]acetate). Reaction SMILES: [CH2:1]([C:4]1[CH2:5][C@@H:6]2[C@H:9]([CH:10]=1)[C:8](=[CH:11][C:12]([O:14][C:15]([CH3:18])([CH3:17])[CH3:16])=[O:13])[CH2:7]2)[CH:2]=[CH2:3].N12CCCN=C1CCCCC2.P([O-])(O)(O)=O.[K+].[N+:36]([CH3:39])([O-:38])=[O:37]>>[CH2:1]([C:4]1[CH2:5][C@@H:6]2[C@H:9]([CH:10]=1)[C@@:8]([CH2:11][C:12]([O:14][C:15]([CH3:18])([CH3:17])[CH3:16])=[O:13])([CH2:39][N+:36]([O-:38])=[O:37])[CH2:7]2)[CH:2]=[CH2:3] |f:2.3|. Reported procedure: Tert-butyl(±)-(1S,5R)-3-allylbicyclo[3.2.0]hept-3-en-6-ylideneacetate (0.63 g, 2 mmol) was dissolved in nitromethane (5 mL). To the solution, 1,8-diazabicyclo[5.4.0]undec-7-ene (0.45 mL, 3 mmol) was added, and the mixture was heated with stirring at 50 to 60° C. for 7 hours. The mixture was allowed to cool, and a saturated aqueous solution of potassium dihydrogen phosphate was then added thereto, followed by extraction with ethyl acetate. Then, the organic layer was dried over anhydrous magnesiu...